Dataset: the Open Reaction Database (ORD), a public repository of structured organic reaction records. Task: describe an organic reaction: reactants, conditions, products, and yield Starting materials: O=C(O)CCC(=O)O, O=C([O-])O, C1CCOC1, CCCCCCC, CCOC(C)=O, Cl, CC(C)(C)OC(=O)NC(Cc1ccccc1)CC(O)C(N)Cc1ccccc1, [Na+], [Na+], [OH-], O. Yields the product CC(C)(C)OC(=O)NC(Cc1ccccc1)CC1OC(=O)NC1Cc1ccccc1. RXN SMILES: [C:1]([OH:2])(=[O:3])[CH2:6][CH2:7][C:4](=[O:5])[OH:8].[C:37](=[O:38])([OH:39])[O-:40].[CH2:45]1[O:46][CH2:47][CH2:48][CH2:49]1.[CH3:51][CH2:52][CH2:53][CH2:54][CH2:55][CH2:56][CH3:57].[CH3:58][CH2:59][O:60][C:61](=[O:62])[CH3:63].[ClH:44].[NH2:9][CH:10]([CH2:11][c:12]1[cH:13][cH:14][cH:15][cH:16][cH:17]1)[CH:18]([CH2:19][CH:20]([CH2:21][c:22]1[cH:23][cH:24][cH:25][cH:26][cH:27]1)[NH:28][C:29](=[O:30])[O:31][C:32]([CH3:33])([CH3:34])[CH3:35])[OH:36].[Na+:41].[Na+:43].[OH-:42].[OH2:50]>>[C:4]1(=[O:5])[NH:9][CH:10]([CH2:11][c:12]2[cH:13][cH:14][cH:15][cH:16][cH:17]2)[CH:18]([CH2:19][CH:20]([CH2:21][c:22]2[cH:23][cH:24][cH:25][cH:26][cH:27]2)[NH:28][C:29](=[O:30])[O:31][C:32]([CH3:33])([CH3:34])[CH3:35])[O:36]1. The reactants are C([O-])([O-])=O.[Na+].[Na+] (sodium carbonate), C1(=CC=C(C=C1)S(=O)(=O)O[C@H](C(=O)O)C)C (2(S)-(p-toluenesulfonyloxy)propionic acid), CC(C)=C (isobutylene), S(O)(O)(=O)=O (sulfuric acid). The solvent is C(Cl)Cl (methylene chloride). Reaction conditions: time 48 hour. Product: C1(=CC=C(C=C1)S(=O)(=O)O[C@H](C(=O)OC(C)(C)C)C)C (t-butyl 2(S)-(p-toluenesulfonyloxy)propionate). RXN SMILES: [C:1]1([CH3:16])[CH:6]=[CH:5][C:4]([S:7]([O:10][C@@H:11]([CH3:15])[C:12]([OH:14])=[O:13])(=[O:9])=[O:8])=[CH:3][CH:2]=1.[CH3:17][C:18](=[CH2:20])[CH3:19].S(=O)(=O)(O)O.C(=O)([O-])[O-].[Na+].[Na+]>C(Cl)Cl>[C:1]1([CH3:16])[CH:2]=[CH:3][C:4]([S:7]([O:10][C@@H:11]([CH3:15])[C:12]([O:14][C:18]([CH3:20])([CH3:19])[CH3:17])=[O:13])(=[O:8])=[O:9])=[CH:5][CH:6]=1 |f:3.4.5|. Procedure details: Add 2(S)-(p-toluenesulfonyloxy)propionic acid (4.4 g) to a cold solution of 10 ml of isobutylene and 0.4 ml of concentrated sulfuric acid in 30 ml of methylene chloride in a pressure vessel, seal, and agitate at room temperature for 48 hours. Pour into 50 ml of 15% sodium carbonate solution, dry over magnesium sulfate and concentrate to obtain t-butyl 2(S)-(p-toluenesulfonyloxy)propionate as an oil (NMR δ 1.37). Distilled material (Kugelrohr, 120°) has [α]D26 =-45.9° (EtOH, c=1). Starting materials: CN(C)C=O, COCCOC, CON=C(C(=O)O)c1nsc(N)n1, O, O=P(Cl)(Cl)Cl. Yields the product CON=C(C(=O)Cl)c1nsc(N)n1. Reaction SMILES: [CH3:19][N:20]([CH3:21])[CH:22]=[O:23].[CH3:25][O:26][CH2:27][CH2:28][O:29][CH3:30].[NH2:1][c:2]1[n:3][c:4]([C:7]([C:8](=[O:9])[OH:10])=[N:11][O:12][CH3:13])[n:5][s:6]1.[OH2:24].[P:14]([Cl:15])([Cl:16])([Cl:17])=[O:18]>>[NH2:1][c:2]1[n:3][c:4]([C:7]([C:8](=[O:9])[Cl:16])=[N:11][O:12][CH3:13])[n:5][s:6]1. Starting materials: CCOC(C)=O, CCCCCc1c(-c2ccc3c(Br)c(OCC(=O)OCC)ccc3c2)oc2ccccc12, C1CCOC1, CCCCCC, [K+], [OH-], O. Product: CCCCCc1c(-c2ccc3c(Br)c(OCC(=O)O)ccc3c2)oc2ccccc12. RXN SMILES: [C:41]([O:42][CH2:43][CH3:44])(=[O:45])[CH3:46].[CH2:1]([CH3:2])[O:3][C:4]([CH2:5][O:6][c:7]1[c:8]([Br:31])[c:9]2[cH:10][cH:11][c:12](-[c:17]3[o:18][c:19]4[c:20]([c:21]3[CH2:22][CH2:23][CH2:24][CH2:25][CH3:26])[cH:27][cH:28][cH:29][cH:30]4)[cH:13][c:14]2[cH:15][cH:16]1)=[O:32].[CH2:47]1[O:48][CH2:49][CH2:50][CH2:51]1.[CH3:35][CH2:36][CH2:37][CH2:38][CH2:39][CH3:40].[K+:34].[OH-:33].[OH2:52]>>[O:3]=[C:4]([CH2:5][O:6][c:7]1[c:8]([Br:31])[c:9]2[cH:10][cH:11][c:12](-[c:17]3[o:18][c:19]4[c:20]([c:21]3[CH2:22][CH2:23][CH2:24][CH2:25][CH3:26])[cH:27][cH:28][cH:29][cH:30]4)[cH:13][c:14]2[cH:15][cH:16]1)[OH:32]. Starting materials: CC(C)Br, CN(C)P(=O)(N(C)C)N(C)C, [Na], O, O=C(O)C1(Nc2ccccc2)CCN(CCc2ccccc2)CC1. Yields the product CC(C)OC(=O)C1(Nc2ccccc2)CCN(CCc2ccccc2)CC1. RXN SMILES: [Br:37][CH:38]([CH3:39])[CH3:40].[CH3:26][N:27]([CH3:28])[P:29](=[O:30])([N:31]([CH3:32])[CH3:33])[N:34]([CH3:35])[CH3:36].[Na:25].[OH2:41].[c:1]1([NH:7][C:8]2([C:22](=[O:23])[OH:24])[CH2:9][CH2:10][N:11]([CH2:14][CH2:15][c:16]3[cH:17][cH:18][cH:19][cH:20][cH:21]3)[CH2:12][CH2:13]2)[cH:2][cH:3][cH:4][cH:5][cH:6]1>>[c:1]1([NH:7][C:8]2([C:22](=[O:23])[O:24][CH:38]([CH3:39])[CH3:40])[CH2:9][CH2:10][N:11]([CH2:14][CH2:15][c:16]3[cH:17][cH:18][cH:19][cH:20][cH:21]3)[CH2:12][CH2:13]2)[cH:2][cH:3][cH:4][cH:5][cH:6]1.